This data is from the Open Reaction Database (ORD), a public repository of structured organic reaction records. The task is: describe an organic reaction: reactants, conditions, products, and yield Starting materials: BrC=1C=CC(=C(C1)C(C)(C)O)Cl (2-(5-bromo-2-chlorophenyl)-propan-2-ol), C1(=CC=C(C=C1)S(=O)(=O)O)C (p-toluenesulfonic acid), O (H2O). Run in CCOCC (ether), C1(=CC=CC=C1)C (toluene). Run at time 8 hour. Product: BrC1=CC(=C(C=C1)Cl)C(=C)C (4-bromo-1-chloro-2-isopropenylbenzene). Isolated yield 77.1%. As a reaction SMILES: [Br:1][C:2]1[CH:3]=[CH:4][C:5]([Cl:12])=[C:6]([C:8](O)([CH3:10])[CH3:9])[CH:7]=1.C1(C)C=CC(S(O)(=O)=O)=CC=1.O>C1(C)C=CC=CC=1.CCOCC>[Br:1][C:2]1[CH:3]=[CH:4][C:5]([Cl:12])=[C:6]([C:8]([CH3:10])=[CH2:9])[CH:7]=1. Procedure details: To a solution of 2-(5-bromo-2-chlorophenyl)-propan-2-ol (500 mg, 2 mmol, 1 eq) in toluene (5 ml) was added a catalytic amount of p-toluenesulfonic acid (38 mg, 0.2 mmol, 0.1 eq) and the solution was refluxed under a Dean-Stark H2O separator overnight. The reaction mixture was allowed to cool to RT and was diluted with ether. The mixture was washed with sat. NaHCO3-solution and brine, dried (MgSO4), filtered and concentrated in vacuo to give the desired product (357 mg, 77%) as a colorless oil wh... Reactants: CCCCOc1c(CN(C(=O)[O-])C(C)(C)C)n(CC(C)C)c(=O)c2ccc(-c3nc(C)c(C#N)s3)cc12, CCOC(C)=O, Cl. Yields the product Cl, CCCCOc1c(CN)n(CC(C)C)c(=O)c2ccc(-c3nc(C)c(C#N)s3)cc12. RXN SMILES: [C:1]([N:5]([C:2](=[O:3])[O-:4])[CH2:9][c:10]1[n:11]([CH2:34][CH:35]([CH3:36])[CH3:37])[c:12](=[O:33])[c:13]2[cH:14][cH:15][c:16](-[c:25]3[s:26][c:27]([C:31]#[N:32])[c:28]([CH3:30])[n:29]3)[cH:17][c:18]2[c:19]1[O:20][CH2:21][CH2:22][CH2:23][CH3:24])([CH3:6])([CH3:7])[CH3:8].[CH3:39][CH2:40][O:41][C:42](=[O:43])[CH3:44].[ClH:38]>>[ClH:38].[NH2:5][CH2:9][c:10]1[n:11]([CH2:34][CH:35]([CH3:36])[CH3:37])[c:12](=[O:33])[c:13]2[cH:14][cH:15][c:16](-[c:25]3[s:26][c:27]([C:31]#[N:32])[c:28]([CH3:30])[n:29]3)[cH:17][c:18]2[c:19]1[O:20][CH2:21][CH2:22][CH2:23][CH3:24]. The reactants are CC1(OC2=C(N(C1)C(/C=C/C(=O)OCC)=O)C=C(C=C2)[N+](=O)[O-])C (ethyl trans-4-(3,4-dihydro-2,2-dimethyl-6-nitro-2H-1,4-benzoxazin-4yl)-4-oxo-2-butenoate), aqueous solution, [OH-].[Na+] (sodium hydroxide). Run in C(C)O (ethanol). Run at time 2 hour. The product is CC1(OC2=C(N(C1)C(/C=C/C(=O)O)=O)C=C(C=C2)[N+](=O)[O-])C (trans-4-(3,4-dihydro-2,2-dimethyl-6-nitro-2H-1,4-benzoxazin-4-yl)-4-oxo-2-butenoic acid). Isolated yield 67.7%. Reaction SMILES: [CH3:1][C:2]1([CH3:24])[CH2:7][N:6]([C:8](=[O:16])/[CH:9]=[CH:10]/[C:11]([O:13]CC)=[O:12])[C:5]2[CH:17]=[C:18]([N+:21]([O-:23])=[O:22])[CH:19]=[CH:20][C:4]=2[O:3]1.[OH-].[Na+]>C(O)C>[CH3:1][C:2]1([CH3:24])[CH2:7][N:6]([C:8](=[O:16])/[CH:9]=[CH:10]/[C:11]([OH:13])=[O:12])[C:5]2[CH:17]=[C:18]([N+:21]([O-:23])=[O:22])[CH:19]=[CH:20][C:4]=2[O:3]1 |f:1.2|. Procedure: In 2 ml of ethanol was dissolved 0.5 g of ethyl trans-4-(3,4-dihydro-2,2-dimethyl-6-nitro-2H-1,4-benzoxazin-4yl)-4-oxo-2-butenoate followed by addition of 1.5ml of an aqueous solution of 0.06 g of sodium hydroxide. The mixture was stirred at room temperature for 2 hours. The ethanol was distilled off under reduced pressure and the residue was adjusted to pH 4 with 1N hydrochloric acid. The resulting precipitate was recovered by filtration and washed with water and ethanol to give 0.31 g of trans...